Dataset: the Open Reaction Database (ORD), a public repository of structured organic reaction records. Task: describe an organic reaction: reactants, conditions, products, and yield Reactants: N[C@@](CO)(C)CC1=CC(=C(C=C1)Cl)Cl ((S)-(-)-2-amino-2-(3,4-dichlorobenzyl)-1-propanol), ClC=1C=C(C=CC1Cl)CC(C)=O (3,4-dichlorophenylacetone), ketone, [C-]#N.[K+] (potassium cyanide), C([O-])([O-])=O.[NH4+].[NH4+] (ammonium carbonate). Yields the product ClC=1C=C(CC2(C(NC(N2)=O)=O)C)C=CC1Cl ((+/-)-5-(3,4-dichlorobenzyl)-5-methylhydantoin). As a reaction SMILES: [NH2:1][C@:2]([CH2:6][C:7]1[CH:12]=[CH:11][C:10]([Cl:13])=[C:9]([Cl:14])[CH:8]=1)([CH3:5])[CH2:3][OH:4].ClC1C=C(C[C:24](=[O:26])C)C=CC=1Cl.[C-]#[N:28].[K+].C(=O)([O-])[O-].[NH4+].[NH4+]>>[Cl:14][C:9]1[CH:8]=[C:7]([CH:12]=[CH:11][C:10]=1[Cl:13])[CH2:6][C:2]1([CH3:5])[NH:1][C:24](=[O:26])[NH:28][C:3]1=[O:4] |f:2.3,4.5.6|. Reported procedure: Advantageously, compared to this preparation which comprises six steps in all, the preferred process for the purposes of the invention, which is faster and more economical, enables (S)-(-)-2-amino-2-(3,4-dichlorobenzyl)-1-propanol to be prepared in four synthesis steps from 3,4-dichlorophenylacetone. Essentially, the process consists in reacting the ketone by the Bucherer-Berg reaction with potassium cyanide and ammonium carbonate to obtain (+/-)-5-(3,4-dichlorobenzyl)-5-methylhydantoin, which i... The reactants are C([O-])([O-])=O.[K+].[K+] (Potassium carbonate), CN(C1=NC(=NC(=N1)N)C1=NOC(=N1)C(Cl)(Cl)Cl)C1=CC=CC=C1 (2-N-methyl-2-N-phenyl-6-[5-(trichloromethyl)-1,2,4-oxadiazol-3-yl]-1,3,5-triazine-2,4-diamine), CN(C1=NC(=NC(=N1)N)C1=NOC(=N1)C(Cl)(Cl)Cl)C1=CC=CC=C1 (N-methyl-N-phenyl-6-(5-trichloromethyl-[1,2,4]oxadiazol-3-yl)-[1,3,5]triazine-2,4-diamine), Cl.C1(CC1)COCC1CCNCC1 (4-[(cyclopropylmethoxy)methyl]piperidine hydrochloride salt), Cl.C1(CC1)COCC1CCNCC1 (4-[(cyclopropylmethoxy)methyl]piperidine hydrochloride salt). Run in CN(C)C=O (DMF). Reaction conditions: time 18 hour. The product is C1(CC1)COCC1CCN(CC1)C1=NC(=NO1)C1=NC(=NC(=N1)N(C1=CC=CC=C1)C)N (6-(5-{4-[(Cyclopropylmethoxy)methyl]piperidin-1-yl}-1,2,4-oxadiazol-3-yl)-2-N-methyl-2-N-phenyl-1,3,5-triazine-2,4-diamine). The yield is 16.0%. RXN SMILES: C(=O)([O-])[O-].[K+].[K+].[CH3:7][N:8]([C:25]1[CH:30]=[CH:29][CH:28]=[CH:27][CH:26]=1)[C:9]1[N:14]=[C:13]([NH2:15])[N:12]=[C:11]([C:16]2[N:20]=[C:19](C(Cl)(Cl)Cl)[O:18][N:17]=2)[N:10]=1.Cl.[CH:32]1([CH2:35][O:36][CH2:37][CH:38]2[CH2:43][CH2:42][NH:41][CH2:40][CH2:39]2)[CH2:34][CH2:33]1>CN(C=O)C>[CH:32]1([CH2:35][O:36][CH2:37][CH:38]2[CH2:43][CH2:42][N:41]([C:19]3[O:18][N:17]=[C:16]([C:11]4[N:10]=[C:9]([N:8]([CH3:7])[C:25]5[CH:30]=[CH:29][CH:28]=[CH:27][CH:26]=5)[N:14]=[C:13]([NH2:15])[N:12]=4)[N:20]=3)[CH2:40][CH2:39]2)[CH2:33][CH2:34]1 |f:0.1.2,4.5|. Procedure: Potassium carbonate (0.107 g, 0.776 mmol) and 2-N-methyl-2-N-phenyl-6-[5-(trichloromethyl)-1,2,4-oxadiazol-3-yl]-1,3,5-triazine-2,4-diamine (prepared in an analogous manner to Intermediate 60, 0.150 g, 0.388 mmol) were added to a solution of 4-[(cyclopropylmethoxy)methyl]piperidine hydrochloride salt (Intermediate 198, 0.160 g, 0.776 mmol) in DMF (5 mL) at room temperature. The reaction mixture was stirred at room temperature for 18 h and then evaporated under vacuum to remove the DMF. The crude... Starting materials: CC(=O)OC(C)=O, COc1cc(C(=O)O)c(C(=O)O)cc1OC, O. The product is COc1cc2c(cc1OC)C(=O)OC2=O. As a reaction SMILES: [CH3:18][C:19]([O:20][C:21](=[O:22])[CH3:23])=[O:24].[CH3:1][O:2][c:3]1[cH:4][c:5]([C:14](=[O:15])[OH:16])[c:6]([C:7](=[O:8])[OH:9])[cH:10][c:11]1[O:12][CH3:13].[OH2:17]>>[CH3:1][O:2][c:3]1[cH:4][c:5]2[c:6]([cH:10][c:11]1[O:12][CH3:13])[C:7](=[O:9])[O:16][C:14]2=[O:15]. Starting materials: Cc1cccc(Br)c1C, C#Cc1ccc(CCC(=O)OC)cc1. The product is COC(=O)CCc1ccc(C#Cc2cccc(C)c2C)cc1. Reaction SMILES: [Br:15][c:16]1[c:17]([CH3:23])[c:18]([CH3:22])[cH:19][cH:20][cH:21]1.[C:1](#[CH:2])[c:3]1[cH:4][cH:5][c:6]([CH2:9][CH2:10][C:11](=[O:12])[O:13][CH3:14])[cH:7][cH:8]1>>[C:1](#[C:2][c:16]1[c:17]([CH3:23])[c:18]([CH3:22])[cH:19][cH:20][cH:21]1)[c:3]1[cH:4][cH:5][c:6]([CH2:9][CH2:10][C:11](=[O:12])[O:13][CH3:14])[cH:7][cH:8]1. The reactants are C(Cc1cccc(c1)[Br])C=O, CC1=CN=C(C=C1)N, [C-]#[N+]C1CCCCC1. Reagents/catalysts: O=C(O)C(F)(F)F (trifluoroacetic acid). Run in CC(C)O (isopropyl alcohol), CC(C)O (isopropylalcohol). Reaction conditions: temperature 22 celsius, time 20 hour. Yields the product Cc1ccc2nc(CCc3cccc(c3)[Br])c(NC3CCCCC3)n2c1. Yield: 16.8%. As a reaction SMILES: CC1=CC=C(N)N=C1.[C-]#[N+]C1CCCCC1.BrC1=CC(CCC=O)=CC=C1>>CC1=CN2C(C=C1)=NC(CCC1=CC=CC(Br)=C1)=C2NC1CCCCC1. Reactants: ClC1=NC=NC2=CC=C(C=C12)I (4-Chloro-6-iodoquinazoline), ClC=1C=C(N)C=CC1OCC1=CC(=CC=C1)F (3-chloro-4-(3-fluorobenzyloxy)aniline). Run in C(C)(C)O (isopropanol). The product is ClC=1C=C(C=CC1OCC1=CC(=CC=C1)F)NC1=NC=NC2=CC=C(C=C12)I (N-(3-chloro-4-(3-fluorobenzyloxy)phenyl)-6-iodoquinazolin-4-amine). As a reaction SMILES: Cl[C:2]1[C:11]2[C:6](=[CH:7][CH:8]=[C:9]([I:12])[CH:10]=2)[N:5]=[CH:4][N:3]=1.[Cl:13][C:14]1[CH:15]=[C:16]([CH:18]=[CH:19][C:20]=1[O:21][CH2:22][C:23]1[CH:28]=[CH:27][CH:26]=[C:25]([F:29])[CH:24]=1)[NH2:17]>C(O)(C)C>[Cl:13][C:14]1[CH:15]=[C:16]([NH:17][C:2]2[C:11]3[C:6](=[CH:7][CH:8]=[C:9]([I:12])[CH:10]=3)[N:5]=[CH:4][N:3]=2)[CH:18]=[CH:19][C:20]=1[O:21][CH2:22][C:23]1[CH:28]=[CH:27][CH:26]=[C:25]([F:29])[CH:24]=1. Procedure details: 4-Chloro-6-iodoquinazoline (5.7 g, 19.7 mmol) and 3-chloro-4-(3-fluorobenzyloxy)aniline (4.9 g, 19.7 mmol) was refluxed in isopropanol (150 mL) overnight. The mixture was cooled to room temperature. The solid product was precipitated, filtrated and dried in vacuum. The product 1405-174 was pure enough and used without further purification. (7.4 g, 74.2%): LC-MS: 506 [M+1]+, 1H NMR (DMSO-d6): δ 5.29 (s, 2 H), 7.18 (m, 1H), 7.33 (m, 3H), 7.48 (m, 1H), 7.66 (m, 1H), 7.74 (d, J=9.0 Hz, 1 H), 7.90 (d... The reactants are ClC1=CC(=NC(=N1)SC)NC1=NC=C(C(=O)O)C=C1 (6-(6-chloro-2-(methylthio)pyrimidin-4-ylamino)nicotinic acid), C(CCCOCCCN)OCCCN (3,3′-(butane-1,4-diylbis(oxy))dipropan-1-amine). The solvent is CCOC(=O)C (EtOAc). Run at temperature 100 celsius. Product: NCCCOCCCCOCCCNC1=CC(=NC(=N1)SC)NC1=NC=C(C(=O)O)C=C1 (6-(6-(3-(4-(3-aminopropoxy)butoxy)propylamino)-2-(methylthio)pyrimidin-4-ylamino)nicotinic acid). The yield is 9.1%. Reaction SMILES: Cl[C:2]1[N:7]=[C:6]([S:8][CH3:9])[N:5]=[C:4]([NH:10][C:11]2[CH:19]=[CH:18][C:14]([C:15]([OH:17])=[O:16])=[CH:13][N:12]=2)[CH:3]=1.[CH2:20]([O:29][CH2:30][CH2:31][CH2:32][NH2:33])[CH2:21][CH2:22][CH2:23][O:24][CH2:25][CH2:26][CH2:27][NH2:28]>CCOC(C)=O>[NH2:33][CH2:32][CH2:31][CH2:30][O:29][CH2:20][CH2:21][CH2:22][CH2:23][O:24][CH2:25][CH2:26][CH2:27][NH:28][C:2]1[N:7]=[C:6]([S:8][CH3:9])[N:5]=[C:4]([NH:10][C:11]2[CH:19]=[CH:18][C:14]([C:15]([OH:17])=[O:16])=[CH:13][N:12]=2)[CH:3]=1. Procedure details: A mixture of 6-(6-chloro-2-(methylthio)pyrimidin-4-ylamino)nicotinic acid (280 mg) and 3,3′-(butane-1,4-diylbis(oxy))dipropan-1-amine (1928 mg) was heated at 100° C. for 16 hours. After cooling to room etmperature, the mixture was diluted with EtOAc (200 mL), washed with H2O (100 mL), brine (100 mL), and dried over MgSO4 and concentrated. The residue was purified by preparative HPLC to give 6-(6-(3-(4-(3-aminopropoxy)butoxy)propylamino)-2-(methylthio)pyrimidin-4-ylamino)nicotinic acid (40 mg). Reactants: C(C)(C)(C)OC(COC1=CC=CC=2[C@@H](CCCC12)N)=O ((R)-(5-amino-5,6,7,8-tetrahydro-naphthalen-1-yloxy)-acetic acid tert-butyl ester), IC1=CC=C(C=C1)S(=O)(=O)Cl (4-iodobenzenesulfonyl chloride). The product is C(C)(C)(C)OC(COC1=CC=CC=2[C@@H](CCCC12)NS(=O)(=O)C1=CC=C(C=C1)I)=O ((R)-[5-(4-iodo-benzenesulfonylamino)-5,6,7,8-tetrahydro-naphthalen-1-yloxy]-acetic acid tert-butyl ester). Reaction SMILES: [C:1]([O:5][C:6](=[O:20])[CH2:7][O:8][C:9]1[C:18]2[CH2:17][CH2:16][CH2:15][C@@H:14]([NH2:19])[C:13]=2[CH:12]=[CH:11][CH:10]=1)([CH3:4])([CH3:3])[CH3:2].[I:21][C:22]1[CH:27]=[CH:26][C:25]([S:28](Cl)(=[O:30])=[O:29])=[CH:24][CH:23]=1>>[C:1]([O:5][C:6](=[O:20])[CH2:7][O:8][C:9]1[C:18]2[CH2:17][CH2:16][CH2:15][C@@H:14]([NH:19][S:28]([C:25]3[CH:26]=[CH:27][C:22]([I:21])=[CH:23][CH:24]=3)(=[O:30])=[O:29])[C:13]=2[CH:12]=[CH:11][CH:10]=1)([CH3:4])([CH3:2])[CH3:3]. Reported procedure: Starting with (R)-(5-amino-5,6,7,8-tetrahydro-naphthalen-1-yloxy)-acetic acid tert-butyl ester (example 1-2, method B, 1st step) and 4-iodobenzenesulfonyl chloride, using the method analogous to the one used for example 1-1, method A, 4th step, (R)-[5-(4-iodo-benzenesulfonylamino)-5,6,7,8-tetrahydro-naphthalen-1-yloxy]-acetic acid tert-butyl ester was obtained. MS cald. for C22H26INO5S 543, obsd. 544 [(M+H)+].